Task: describe an organic reaction: reactants, conditions, products, and yield. Dataset: the Open Reaction Database (ORD), a public repository of structured organic reaction records The reactants are CCC(C)=O, CC1(C)CNCCN1, Clc1nnc(Cl)c2ccccc12, ClCCl. Yields the product CC1(C)CN(c2nnc(Cl)c3ccccc23)CCN1. Reaction SMILES: [CH2:21]([C:22]([CH3:23])=[O:24])[CH3:25].[CH3:13][C:14]1([CH3:20])[NH:15][CH2:16][CH2:17][NH:18][CH2:19]1.[Cl:1][c:2]1[n:3][n:4][c:5]([Cl:12])[c:6]2[cH:7][cH:8][cH:9][cH:10][c:11]12.[Cl:26][CH2:27][Cl:28]>>[c:2]1([N:18]2[CH2:17][CH2:16][NH:15][C:14]([CH3:13])([CH3:20])[CH2:19]2)[n:3][n:4][c:5]([Cl:12])[c:6]2[cH:7][cH:8][cH:9][cH:10][c:11]12.